Dataset: the Open Reaction Database (ORD), a public repository of structured organic reaction records. Task: describe an organic reaction: reactants, conditions, products, and yield Reactants: CC(=O)O, C(=NC1CCCCC1)=NC1CCCCC1, Cl, Cc1cc(C(C)C(=O)O)c(O)cc1N1CCCC1, [c-]1ccc[n-]1. The product is Cc1cc2c(cc1N1CCCC1)OC(=O)C2C. RXN SMILES: [CH3:40][C:41](=[O:42])[OH:43].[CH:25]1([N:26]=[C:27]=[N:28][CH:29]2[CH2:30][CH2:31][CH2:32][CH2:33][CH2:34]2)[CH2:35][CH2:36][CH2:37][CH2:38][CH2:39]1.[ClH:24].[OH:6][c:7]1[c:8]([CH:19]([C:20](=[O:21])[OH:22])[CH3:23])[cH:9][c:10]([CH3:18])[c:11]([N:13]2[CH2:14][CH2:15][CH2:16][CH2:17]2)[cH:12]1.[n-:1]1[cH:2][cH:3][cH:4][c-:5]1>>[c:7]12[c:8]([cH:9][c:10]([CH3:18])[c:11]([N:13]3[CH2:14][CH2:15][CH2:16][CH2:17]3)[cH:12]1)[CH:19]([CH3:23])[C:20](=[O:22])[O:21]2. Reactants: O[C@H](CN1C(C2(C3=CC=CC=C13)C1=C(OC2)C=C2OCCC2=C1)=O)C (1′-[(2S)-2-hydroxypropyl]-5,6-dihydrospiro[benzo[1,2-b:5,4-b′]difuran-3,3′-indol]-2′(1′H)-one), [H-].[Na+] (sodium hydride), C(C1=CC=CC=C1)Br (benzylbromide). Run in O1CCCC1 (tetrahydrofuran). Conditions: time 30 minute. The product is C(C1=CC=CC=C1)O[C@H](CN1C(C2(C3=CC=CC=C13)C1=C(OC2)C=C2OCCC2=C1)=O)C (1′-[(2S)-2-(benzyloxy)propyl]-5,6-dihydrospiro[benzo[1,2-b:5,4-b′]difuran-3,3′-indol]-2′(1′H)-one). The yield is 83.5%. As a reaction SMILES: [OH:1][C@@H:2]([CH3:25])[CH2:3][N:4]1[C:12]2[C:7](=[CH:8][CH:9]=[CH:10][CH:11]=2)[C:6]2([CH2:16][O:15][C:14]3[CH:17]=[C:18]4[C:22](=[CH:23][C:13]2=3)[CH2:21][CH2:20][O:19]4)[C:5]1=[O:24].[H-].[Na+].[CH2:28](Br)[C:29]1[CH:34]=[CH:33][CH:32]=[CH:31][CH:30]=1>O1CCCC1>[CH2:28]([O:1][C@@H:2]([CH3:25])[CH2:3][N:4]1[C:12]2[C:7](=[CH:8][CH:9]=[CH:10][CH:11]=2)[C:6]2([CH2:16][O:15][C:14]3[CH:17]=[C:18]4[C:22](=[CH:23][C:13]2=3)[CH2:21][CH2:20][O:19]4)[C:5]1=[O:24])[C:29]1[CH:34]=[CH:33][CH:32]=[CH:31][CH:30]=1 |f:1.2|. Reported procedure: To a stirred solution of 1′-[(2S)-2-hydroxypropyl]-5,6-dihydrospiro[benzo[1,2-b:5,4-b′]difuran-3,3′-indol]-2′(1′H)-one (0.19 mg, 0.56 mmol) in anhydrous tetrahydrofuran (10 mL) was added sodium hydride (60% dispersion in mineral oil, 0.03 g, 0.71 mmol). The solution was stirred at ambient temperature for 30 min, then benzylbromide (0.14 g, 0.84 mmol) was added. The reaction mixture was stirred for 16 h. The solution was cooled to ambient temperature, filtered and concentrated in vacuo to dryness...